Dataset: the Open Reaction Database (ORD), a public repository of structured organic reaction records. Task: describe an organic reaction: reactants, conditions, products, and yield Reactants: C(CCC)C1=NC2=C(N1CC1=CC=C(C=C1)C1=C(C=CC=C1)C#N)C=C(C=C2C)C=2N=C1N(C=CC=C1)C2 (4'-[[2-n-butyl-4-methyl-6-(imidazo[1,2-a]pyridin-2-yl)-benzimidazol-1-yl]-methyl]-2-cyano-biphenyl), [N-]=[N+]=[N-].[Na+] (sodium azide). Solvent: CN(C=O)C (dimethylformamide). The product is C(CCC)C1=NC2=C(N1CC1=CC=C(C=C1)C1=C(C=CC=C1)C1=NN=NN1)C=C(C=C2C)C=2N=C1N(C=CC=C1)C2 (4'-[[2-n-Butyl-4-methyl-6-(imidazo[1,2-a]pyridin-2-yl)-benzimidazol-1-yl]-methyl]-2-(1H-tetrazol-5-yl)-biphenyl). RXN SMILES: [CH2:1]([C:5]1[N:9]([CH2:10][C:11]2[CH:16]=[CH:15][C:14]([C:17]3[CH:22]=[CH:21][CH:20]=[CH:19][C:18]=3[C:23]#[N:24])=[CH:13][CH:12]=2)[C:8]2[CH:25]=[C:26]([C:30]3[N:31]=[C:32]4[CH:37]=[CH:36][CH:35]=[CH:34][N:33]4[CH:38]=3)[CH:27]=[C:28]([CH3:29])[C:7]=2[N:6]=1)[CH2:2][CH2:3][CH3:4].[N-:39]=[N+:40]=[N-:41].[Na+]>CN(C)C=O>[CH2:1]([C:5]1[N:9]([CH2:10][C:11]2[CH:16]=[CH:15][C:14]([C:17]3[CH:22]=[CH:21][CH:20]=[CH:19][C:18]=3[C:23]3[NH:41][N:40]=[N:39][N:24]=3)=[CH:13][CH:12]=2)[C:8]2[CH:25]=[C:26]([C:30]3[N:31]=[C:32]4[CH:37]=[CH:36][CH:35]=[CH:34][N:33]4[CH:38]=3)[CH:27]=[C:28]([CH3:29])[C:7]=2[N:6]=1)[CH2:2][CH2:3][CH3:4] |f:1.2|. Procedure details: Prepared analogously to Example 10 from 4'-[[2-n-butyl-4-methyl-6-(imidazo[1,2-a]pyridin-2-yl)-benzimidazol-1-yl]-methyl]-2-cyano-biphenyl and sodium azide in dimethylformamide. Starting materials: O=C([O-])[O-], CN(C)C=O, Cc1ncc(CCl)c(N)n1, Cl, Cl, Cl, [K+], [K+], Cc1ccccc1N1CCNCC1. Yields the product Cc1ncc(CN2CCN(c3ccccc3C)CC2)c(N)n1. As a reaction SMILES: [C:12](=[O:13])([O-:14])[O-:15].[CH3:33][N:34]([CH3:35])[CH:36]=[O:37].[Cl:2][CH2:3][c:4]1[c:5]([NH2:11])[n:6][c:7]([CH3:10])[n:8][cH:9]1.[ClH:18].[ClH:19].[ClH:1].[K+:16].[K+:17].[c:20]1([CH3:32])[c:21]([N:26]2[CH2:27][CH2:28][NH:29][CH2:30][CH2:31]2)[cH:22][cH:23][cH:24][cH:25]1>>[CH2:3]([c:4]1[c:5]([NH2:11])[n:6][c:7]([CH3:10])[n:8][cH:9]1)[N:29]1[CH2:28][CH2:27][N:26]([c:21]2[c:20]([CH3:32])[cH:25][cH:24][cH:23][cH:22]2)[CH2:31][CH2:30]1. Starting materials: CO, O=C(O)Cc1ccc(Cl)cc1, O=S(=O)(O)O. Product: COC(=O)Cc1ccc(Cl)cc1. Reaction SMILES: [CH3:17][OH:18].[Cl:1][c:2]1[cH:3][cH:4][c:5]([CH2:8][C:9](=[O:10])[OH:11])[cH:6][cH:7]1.[S:12](=[O:13])(=[O:14])([OH:15])[OH:16]>>[Cl:1][c:2]1[cH:3][cH:4][c:5]([CH2:8][C:9](=[O:10])[O:11][CH3:17])[cH:6][cH:7]1. Reactants: BrC1=C(C=CC(=C1)C(CCCC)(C)C)CC(CCl)C (3-[2-Bromo-4-(1,1-dimethyl-pentyl)-phenyl]-2-methylpropyl chloride), N1CCCCC1 (piperidine). Run in C(Cl)(Cl)Cl (CHCl3). Reaction conditions: temperature 150 celsius. Yields the product BrC1=C(C=CC(=C1)C(CCCC)(C)C)CC(CN1CCCCC1)C (N-{3-[2-Bromo-4-(1,1-dimethylpentyl)-phenyl]-2-methylpropyl}-piperidine). Isolated yield 47.3%. RXN SMILES: [Br:1][C:2]1[CH:7]=[C:6]([C:8]([CH3:14])([CH3:13])[CH2:9][CH2:10][CH2:11][CH3:12])[CH:5]=[CH:4][C:3]=1[CH2:15][CH:16]([CH3:19])[CH2:17]Cl.[NH:20]1[CH2:25][CH2:24][CH2:23][CH2:22][CH2:21]1>C(Cl)(Cl)Cl>[Br:1][C:2]1[CH:7]=[C:6]([C:8]([CH3:14])([CH3:13])[CH2:9][CH2:10][CH2:11][CH3:12])[CH:5]=[CH:4][C:3]=1[CH2:15][CH:16]([CH3:19])[CH2:17][N:20]1[CH2:25][CH2:24][CH2:23][CH2:22][CH2:21]1. Reported procedure: A mixture of 50 g of XIII and 38.3 g of piperidine was heated at 150° C. for 7 hours. The mixture was cooled and then taken up in CHCl3, and the solution was washed with dilute NaOH and then with water, dried over Na2SO4 and concentrated. Distillation of the residue gave 27 g of (XIV) of boiling point 170°-171° C./0.1 mbar. Reactants: CC(C)(C)OC(=O)NCc1ccc(C=O)cc1, [BH3-]C#N, C1COCCN1, CO, CC(=O)O, [Na+], [Na+], O=C([O-])O. The product is CC(C)(C)OC(=O)NCc1ccc(CN2CCOCC2)cc1. As a reaction SMILES: [C:1]([CH3:2])([CH3:3])([CH3:4])[O:5][C:6]([NH:7][CH2:8][c:9]1[cH:10][cH:11][c:12]([CH:15]=[O:16])[cH:13][cH:14]1)=[O:17].[C:24]([BH3-:25])#[N:26].[CH2:18]1[CH2:19][O:20][CH2:21][CH2:22][NH:23]1.[CH3:28][OH:29].[CH3:30][C:31](=[O:32])[OH:33].[Na+:27].[Na+:38].[O-:34][C:35]([OH:36])=[O:37]>>[C:1]([CH3:2])([CH3:3])([CH3:4])[O:5][C:6]([NH:7][CH2:8][c:9]1[cH:10][cH:11][c:12]([CH2:15][N:23]2[CH2:18][CH2:19][O:20][CH2:21][CH2:22]2)[cH:13][cH:14]1)=[O:17]. Reactants: COC([C@@H](CN(CC(C(C1=CC=CC=C1)C1=CC=CC=C1)=O)CC1=C(C=CC=C1)OC)NC(=O)OCC1=CC=CC=C1)=O ((2R)-2-Benzyloxycarbonylamino-3-[N-(2-methoxybenzyl)-N-(2-oxo-3,3-diphenylpropyl)amino]propionic acid methyl ester). The reagents and catalysts are [Pd] (palladium-charcoal). The solvent is O1CCCC1 (tetrahydrofuran), C(C)N(CC)CC (triethylamine). Product: COC(=O)[C@@H]1NC(CN(C1)CC1=C(C=CC=C1)OC)C(C1=CC=CC=C1)C1=CC=CC=C1 ((2R)-6-benzhydryl-4-(2-methoxybenzyl)piperazine-2-carboxylic acid methyl ester). The yield is 57.8%. Reaction SMILES: [CH3:1][O:2][C:3](=[O:43])[C@H:4]([NH:32]C(OCC1C=CC=CC=1)=O)[CH2:5][N:6]([CH2:23][C:24]1[CH:29]=[CH:28][CH:27]=[CH:26][C:25]=1[O:30][CH3:31])[CH2:7][C:8](=O)[CH:9]([C:16]1[CH:21]=[CH:20][CH:19]=[CH:18][CH:17]=1)[C:10]1[CH:15]=[CH:14][CH:13]=[CH:12][CH:11]=1>O1CCCC1.C(N(CC)CC)C.[Pd]>[CH3:1][O:2][C:3]([C@H:4]1[CH2:5][N:6]([CH2:23][C:24]2[CH:29]=[CH:28][CH:27]=[CH:26][C:25]=2[O:30][CH3:31])[CH2:7][CH:8]([CH:9]([C:16]2[CH:21]=[CH:20][CH:19]=[CH:18][CH:17]=2)[C:10]2[CH:15]=[CH:14][CH:13]=[CH:12][CH:11]=2)[NH:32]1)=[O:43]. Procedure: (2R)-2-Benzyloxycarbonylamino-3-[N-(2-methoxybenzyl)-N-(2-oxo-3,3-diphenylpropyl)amino]propionic acid methyl ester (1.55 g) was dissolved in a mixture of tetrahydrofuran (50 ml) and triethylamine (0.744 ml), and the whole was hydrogenated over 10% palladium-charcoal (50% wet, 0.15 g) at room temperature under atmospheric pressure for 4 hours. After removal of the catalyst by filtration, the filtrate was evaporated under reduced pressure. The residue was purified by column chromatography on silic... Starting materials: CC1=C(C(=NO1)C1=CC=CC=C1)C(=O)NN (5-methyl-3-phenyl-isoxazole-4-carboxylic acid hydrazide), C(C1=CC=NC=C1)(=O)O (isonicotinic acid). Product: CC1=C(C(=NO1)C1=CC=CC=C1)C1=NN=C(O1)C1=CC=NC=C1 (4-[5-(5-Methyl-3-phenyl-isoxazol-4-yl)-[1,3,4]oxadiazol-2-yl]-pyridine). Yield: 20.0%. RXN SMILES: [CH3:1][C:2]1[O:6][N:5]=[C:4]([C:7]2[CH:12]=[CH:11][CH:10]=[CH:9][CH:8]=2)[C:3]=1[C:13]([NH:15][NH2:16])=[O:14].[C:17](O)(=O)[C:18]1[CH:23]=[CH:22][N:21]=[CH:20][CH:19]=1>>[CH3:1][C:2]1[O:6][N:5]=[C:4]([C:7]2[CH:12]=[CH:11][CH:10]=[CH:9][CH:8]=2)[C:3]=1[C:13]1[O:14][C:17]([C:18]2[CH:23]=[CH:22][N:21]=[CH:20][CH:19]=2)=[N:16][N:15]=1. Procedure details: As described for example 2, 5-methyl-3-phenyl-isoxazole-4-carboxylic acid hydrazide (200 mg, 0.92 mmol) was converted using isonicotinic acid instead of o-toluic acid to the title compound (SiO2, heptane:ethyl acetate:dichloromethane:methanol=40:50:10:0 to 0:90:0:10, 57 mg, 20%) which was obtained as a white foam. MS: m/e=305.3 [M+H]+. Reactants: C(C)(C)(C)OC(N(C)CCN1CCN(CC1)C1=NC=CN=C1C1=CC=C(C=C1)COC)=O ({2-[3′-(4-methoxymethyl-phenyl)-2,3,5,6-tetrahydro-[1,2′]bipyrazinyl-4-yl]-ethyl}-methyl-carbamic acid tert-butyl ester), FC(C(=O)O)(F)F (trifluoroacetic acid). The solvent is ClCCl (dichloromethane). Conditions: time 1.5 hour. Product: COCC1=CC=C(C=C1)C=1C(=NC=CN1)N1CCN(CC1)CCNC ({2-[3′-(4-Methoxymethyl-phenyl)-2,3,5,6-tetrahydro-[1,2′]bipyrazinyl-4-yl]-ethyl}-methyl-amine). The yield is 97.0%. Reaction SMILES: C(O[C:6](=O)[N:7]([CH2:9][CH2:10][N:11]1[CH2:16][CH2:15][N:14]([C:17]2[C:22]([C:23]3[CH:28]=[CH:27][C:26]([CH2:29][O:30][CH3:31])=[CH:25][CH:24]=3)=[N:21][CH:20]=[CH:19][N:18]=2)[CH2:13][CH2:12]1)C)(C)(C)C.FC(F)(F)C(O)=O>ClCCl>[CH3:31][O:30][CH2:29][C:26]1[CH:25]=[CH:24][C:23]([C:22]2[C:17]([N:14]3[CH2:13][CH2:12][N:11]([CH2:10][CH2:9][NH:7][CH3:6])[CH2:16][CH2:15]3)=[N:18][CH:19]=[CH:20][N:21]=2)=[CH:28][CH:27]=1. Reported procedure: Dissolve {2-[3′-(4-methoxymethyl-phenyl)-2,3,5,6-tetrahydro-[1,2′]bipyrazinyl-4-yl]-ethyl}-methyl-carbamic acid tert-butyl ester (1.01 g, 2.3 mmol, 1 eq.) in dichloromethane (20 mL). Add trifluoroacetic acid (10.5 g, 7.1 mL, 92 mmol, 40 eq.). Stir at room temperature for 1.5 hr. Partition the reaction mixture between aqueous 5N NaOH (pH aqueous layer=14) and dichlormethane. Separate the layers. Extract the aqueous layer with dichloromethane (2×50 mL). Combine the organic layers, dry over anhydro... Starting materials: C(C)OC(=O)C=1SC2=C([N+]1[O-])C=C(C=C2C)[N+](=O)[O-] (2-ethoxycarbonyl-5-nitro-7-methyl-benzothiazole-N-oxide), N (ammonia). Solvent: CO (methanol). Conditions: time 5 hour. Yields the product C(N)(=O)C=1SC2=C([N+]1[O-])C=C(C=C2C)[N+](=O)[O-] (2-carbamyl-5-nitro-7-methyl-benzothiazole-N-oxide). Isolated yield 97.0%. As a reaction SMILES: C([O:3][C:4]([C:6]1[S:7][C:8]2[C:15]([CH3:16])=[CH:14][C:13]([N+:17]([O-:19])=[O:18])=[CH:12][C:9]=2[N+:10]=1[O-:11])=O)C.[NH3:20]>CO>[C:4]([C:6]1[S:7][C:8]2[C:15]([CH3:16])=[CH:14][C:13]([N+:17]([O-:19])=[O:18])=[CH:12][C:9]=2[N+:10]=1[O-:11])(=[O:3])[NH2:20]. Procedure details: 160 g (0.57 mol) of 2-ethoxycarbonyl-5-nitro-7-methyl-benzothiazole-N-oxide are initially introduced in 1.0 1 of methanol, 42 g (0.62 mol of NH:) of an aqueous ammonia solution are added and the mixture is stirred at 20° C. to 25° C. for 5 hours. The crystalline product is isolated by filtering off with suction. 140 g (96 % of theory) of 2-carbamyl-5-nitro-7-methyl-benzothiazole-N-oxide of melting point >250° C. are obtained.